This data is from the Open Reaction Database (ORD), a public repository of structured organic reaction records. The task is: describe an organic reaction: reactants, conditions, products, and yield Starting materials: [N+](=O)([O-])C1=CC=C(C(=O)Cl)C=C1 (4-nitrobenzoyl chloride), C1(CCCCCN1)=O (ε-caprolactam), C1=CC=CC=C1 (benzene), 1L. Reaction conditions: time 1 hour. Isolated yield 94.6%. Solvent: N1=CC=CC=C1 (pyridine), N1=CC=CC=C1 (pyridine). RXN SMILES: [N+:1]([C:4]1[CH:12]=[CH:11][C:7]([C:8](Cl)=[O:9])=[CH:6][CH:5]=1)([O-:3])=[O:2].[C:13]1(=[O:20])[NH:19][CH2:18][CH2:17][CH2:16][CH2:15][CH2:14]1.C1C=CC=CC=1>N1C=CC=CC=1>[N+:1]([C:4]1[CH:12]=[CH:11][C:7]([C:8]([CH:14]2[CH2:15][CH2:16][CH2:17][CH2:18][NH:19][C:13]2=[O:20])=[O:9])=[CH:6][CH:5]=1)([O-:3])=[O:2]. Procedure details: A mixture of 4-nitrobenzoyl chloride (50.16 g, 0.27 mol), freshly distilled ε-caprolactam (30.59 g, 0.27 mol), and 500 ml of benzene are added to a 1L three-necked round-bottom flask equipped with an overhead stirrer, condenser and a nitrogen inlet tube. The solution is heated to 90°-100° C. and after all the solids are dissolved, 160 ml of pyridine is added. White pyridine salts form immediately, the reaction solution being kept at 90°-100° C. for 1 hour. The pyridine salts are removed by filtr... Yields the product [N+](=O)([O-])C1=CC=C(C(=O)C2C(=O)NCCCC2)C=C1 (4-Nitrobenzoyl caprolactam). The product is crude product, C(=O)(OC(C)(C)C)N[C@H]([C@H](C[C@H](C(=O)O)CC1=CC=C(C=C1)OCC1=CC=CC=C1)O[Si](C)(C)C(C)(C)C)CC1=CC=CC=C1 (5(S)-(Boc-Amino)-4(S)-(tert-butyldimethylsilyloxy)-6-phenyl-2(R)-[(p-benzyloxylphenyl)methyl]hexanoic acid). As a reaction SMILES: [C:1]([NH:8][C@@H:9]([CH2:32][C:33]1[CH:38]=[CH:37][CH:36]=[CH:35][CH:34]=1)[C@@H:10]([OH:31])[CH2:11][C@@H:12]([CH2:16][C:17]1[CH:22]=[CH:21][C:20]([O:23][CH2:24][C:25]2[CH:30]=[CH:29][CH:28]=[CH:27][CH:26]=2)=[CH:19][CH:18]=1)[C:13]([OH:15])=[O:14])([O:3][C:4]([CH3:7])([CH3:6])[CH3:5])=[O:2].[C:39]([Si:43]([CH3:46])([CH3:45])Cl)([CH3:42])([CH3:41])[CH3:40].N1C=CN=C1>CN(C=O)C>[C:1]([NH:8][C@@H:9]([CH2:32][C:33]1[CH:34]=[CH:35][CH:36]=[CH:37][CH:38]=1)[C@@H:10]([O:31][Si:43]([C:39]([CH3:42])([CH3:41])[CH3:40])([CH3:46])[CH3:45])[CH2:11][C@@H:12]([CH2:16][C:17]1[CH:18]=[CH:19][C:20]([O:23][CH2:24][C:25]2[CH:30]=[CH:29][CH:28]=[CH:27][CH:26]=2)=[CH:21][CH:22]=1)[C:13]([OH:15])=[O:14])([O:3][C:4]([CH3:6])([CH3:7])[CH3:5])=[O:2]. The solvent is CN(C)C=O (DMF). The reactants are silyl ester, C(=O)(OC(C)(C)C)N[C@H]([C@H](C[C@H](C(=O)O)CC1=CC=C(C=C1)OCC1=CC=CC=C1)O)CC1=CC=CC=C1 (5(S)-(Boc-amino)-4(S)-hydroxy-6-phenyl-2(R)-[(p-benzyloxyphenyl)methyl]-hexanoic acid), C(C)(C)(C)[Si](Cl)(C)C (tert-butyldimethylchlorosilane), N1C=NC=C1 (imidazole). Procedure details: 1.4 g (2.69 mmol) of 5(S)-(Boc-amino)-4(S)-hydroxy-6-phenyl-2(R)-[(p-benzyloxyphenyl)methyl]-hexanoic acid in 2.9 ml of DMF are stirred, at RT for 18 h, together with 1.87 g (12.4 mmol) of tert-butyldimethylchlorosilane and 1.5 g (22 mmol) of imidazole. The reaction mixture is then poured onto ice water, and this mixture is extracted with 3 portions of ethyl acetate; the combined organic phases are washed with 10% citric acid solution, water and saline, dried with sodium sulfate and evaporated. ... Reactants: D4, FC1=C(C=C(C=C1)O)C(F)(F)F (4-fluoro-3-(trifluoromethyl)phenol), FC=1C=C(C=O)C=CC1F (3,4-difluorobenzaldehyde). Yields the product FC=1C=C(C=O)C=CC1OC1=CC(=C(C=C1)F)C(F)(F)F (3-fluoro-4-(4-fluoro-3-(trifluoromethyl)phenoxy)benzaldehyde). As a reaction SMILES: [F:1][C:2]1[CH:7]=[CH:6][C:5]([OH:8])=[CH:4][C:3]=1[C:9]([F:12])([F:11])[F:10].[F:13][C:14]1[CH:15]=[C:16]([CH:19]=[CH:20][C:21]=1F)[CH:17]=[O:18]>>[F:13][C:14]1[CH:15]=[C:16]([CH:19]=[CH:20][C:21]=1[O:8][C:5]1[CH:6]=[CH:7][C:2]([F:1])=[C:3]([C:9]([F:10])([F:11])[F:12])[CH:4]=1)[CH:17]=[O:18]. Procedure details: The title compound was prepared by a procedure similar to that described for D4 starting from 4-fluoro-3-(trifluoromethyl)phenol and 3,4-difluorobenzaldehyde. The reactants are BrCCc1ccc2ccccc2c1, CC(C)(C)[O-], CCCCO, [K+], c1c[nH]cn1. Product: c1ccc2cc(CCn3ccnc3)ccc2c1. As a reaction SMILES: [Br:6][CH2:7][CH2:8][c:9]1[cH:10][c:11]2[cH:12][cH:13][cH:14][cH:15][c:16]2[cH:17][cH:18]1.[CH3:19][C:20]([CH3:21])([O-:22])[CH3:23].[CH3:25][CH2:26][CH2:27][CH2:28][OH:29].[K+:24].[nH:1]1[cH:2][n:3][cH:4][cH:5]1>>[n:1]1([CH2:7][CH2:8][c:9]2[cH:10][c:11]3[cH:12][cH:13][cH:14][cH:15][c:16]3[cH:17][cH:18]2)[cH:2][n:3][cH:4][cH:5]1. Reactants: [N-]=[N+]=[N-].[Na+] (Sodium azide), C1(=CC=CC=C1)N1CCN(CC1)CCC#N (4-phenyl-1-(2-cyanoethyl)-piperazine), Cl.N1CCOCC1 (morpholine hydrochloride). Solvent: N1CCOCC1 (morpholine). Conditions: time 4 hour. Product: C1(=CC=CC=C1)N1CCN(CC1)CCC1=NN=NN1 (5-[2-(4-PHENYL-1-PIPERAZYL)ETHYL]-TETRAZOLE). The yield is 60.0%. Reaction SMILES: [N-:1]=[N+:2]=[N-:3].[Na+].[C:5]1([N:11]2[CH2:16][CH2:15][N:14]([CH2:17][CH2:18][C:19]#[N:20])[CH2:13][CH2:12]2)[CH:10]=[CH:9][CH:8]=[CH:7][CH:6]=1.Cl.N1CCOCC1>N1CCOCC1>[C:5]1([N:11]2[CH2:12][CH2:13][N:14]([CH2:17][CH2:18][C:19]3[NH:20][N:3]=[N:2][N:1]=3)[CH2:15][CH2:16]2)[CH:6]=[CH:7][CH:8]=[CH:9][CH:10]=1 |f:0.1,3.4|. Reported procedure: Sodium azide (65 g; 1.0 mol), 4-phenyl-1-(2-cyanoethyl)-piperazine (215 g; 1.0 mol), and morpholine hydrochloride (124 g; 1.0 mol) were dissolved in 1 liter of morpholine, and heated at 120°-125° C with stirring for 4 hours. After the reaction mixture was allowed to cool to room temperature, it was filtered, and the solvent was removed in vacuo. The residue was mixed in water, and the pH of the resulting solution was adjusted to 5. Crude 5-[(4-phenyl-1-piperazyl)ethyl]tetrazole was collected by ... Reactants: C(C)(C)(C)OC1=C(CNCCNC(OC(C)(C)C)=O)C=CC=C1 (tert-butyl 2-(2-tert-butoxybenzylamino)ethylcarbamate), BrCCCCl (1-bromo-3-chloropropane), C(=O)([O-])[O-].[K+].[K+] (K2CO3). Run in CC#N (CH3CN). Reaction conditions: time 48 hour. Yields the product C(C)(C)(C)OC1=C(CN(CCNC(C(C)(C)C)=O)CCCCl)C=CC=C1 (N-(2-((2-tert-butoxybenzyl)(3-chloropropyl)amino)ethyl)pivalamide). Isolated yield 55.0%. Reaction SMILES: [C:1]([O:5][C:6]1[CH:23]=[CH:22][CH:21]=[CH:20][C:7]=1[CH2:8][NH:9][CH2:10][CH2:11][NH:12][C:13](=[O:19])OC(C)(C)C)([CH3:4])([CH3:3])[CH3:2].Br[CH2:25][CH2:26][CH2:27][Cl:28].C([O-])([O-])=O.[K+].[K+]>CC#N>[C:1]([O:5][C:6]1[CH:23]=[CH:22][CH:21]=[CH:20][C:7]=1[CH2:8][N:9]([CH2:25][CH2:26][CH2:27][Cl:28])[CH2:10][CH2:11][NH:12][C:13](=[O:19])[C:1]([CH3:4])([CH3:3])[CH3:2])([CH3:2])([CH3:3])[CH3:4] |f:2.3.4|. Procedure: Compound 14 (1 g, 4.1 mmol), 1-bromo-3-chloropropane (9.7 g, 60 mmol) and K2CO3 (0.56 g, 4.09 mmol) were added to 50 mL CH3CN, and the solution was stirred for 48 h. The solvent was evaporated to dryness and the residue was purified on a silica gel TLC plate that was developed in 2% methanolic NH3 (7 M NH3 in methanol/98% CH2Cl2 yield the desired product as a pale yellow oil (55%). 1H NMR (CDCl3) δ 7.341 (d, 1H, Ar), 7.139 (dd, 1H, Ar), 7.029 (m, 1H, Ar), 6.995 (m, 1H, Ar), 3.592 (s, 2H, —CH2—),... Starting materials: ClC=1C=C(C=C(C1)Cl)C(=O)N=C=S (3,5-dichloro-1-benzenecarbonyl isothiocyanate), ClC=1C=C(C=C(C1)Cl)C(=O)Cl (3,5-dichloro-1-benzenecarbonyl chloride), COC=1C=C2C(=NC=NC2=CC1OC)OC1=CC=C(N)C=C1 (4-[(6,7-Dimethoxy-4-quinazolinyl)oxy]aniline). RXN SMILES: ClC1C=C(C(Cl)=O)C=C(Cl)C=1.[CH3:12][O:13][C:14]1[CH:15]=[C:16]2[C:21](=[CH:22][C:23]=1[O:24][CH3:25])[N:20]=[CH:19][N:18]=[C:17]2[O:26][C:27]1[CH:33]=[CH:32][C:30]([NH2:31])=[CH:29][CH:28]=1.[Cl:34][C:35]1[CH:36]=[C:37]([C:42]([N:44]=[C:45]=[S:46])=[O:43])[CH:38]=[C:39]([Cl:41])[CH:40]=1>C1(C)C=CC=CC=1.C(O)C>[Cl:34][C:35]1[CH:36]=[C:37]([C:42]([N:44]=[C:45]=[S:46])=[O:43])[CH:38]=[C:39]([Cl:41])[CH:40]=1.[Cl:34][C:35]1[CH:36]=[C:37]([CH:38]=[C:39]([Cl:41])[CH:40]=1)[C:42]([NH:44][C:45]([NH:31][C:30]1[CH:32]=[CH:33][C:27]([O:26][C:17]2[C:16]3[C:21](=[CH:22][C:23]([O:24][CH3:25])=[C:14]([O:13][CH3:12])[CH:15]=3)[N:20]=[CH:19][N:18]=2)=[CH:28][CH:29]=1)=[S:46])=[O:43]. The product is ClC=1C=C(C=C(C1)Cl)C(=O)N=C=S (3,5-Dichloro-1-benzenecarbonyl isothiocyanate), ClC=1C=C(C(=O)NC(=S)NC2=CC=C(C=C2)OC2=NC=NC3=CC(=C(C=C23)OC)OC)C=C(C1)Cl (N-(3,5-Dichlorobenzoyl)-N′-{4-[(6,7-dimethoxy-4-quinazolinyl)oxy]phenyl}thiourea). The yield is 45.0%. Solvent: C(C)O (ethanol), C(C)O (ethanol), C1(=CC=CC=C1)C (toluene). Run at time 2 hour. Reported procedure: 3,5-Dichloro-1-benzenecarbonyl isothiocyanate was prepared using commercially available 3,5-dichloro-1-benzenecarbonyl chloride (80 mg) as a starting compound according to the description of the literature. 4-[(6,7-Dimethoxy-4-quinazolinyl)oxy]aniline (50 mg) was dissolved in toluene (5 ml) and ethanol (1 ml) to prepare a solution. A solution of 3,5-dichloro-1-benzenecarbonyl isothiocyanate in ethanol (1 ml) was then added to the solution, and the mixture was stirred at room temperature for 2 hr...